Dataset: the Open Reaction Database (ORD), a public repository of structured organic reaction records. Task: describe an organic reaction: reactants, conditions, products, and yield Isolated yield 87.4%. Reaction conditions: temperature 0 celsius. The solvent is O (water), O (water). The product is CC(C)(C)C1=CC(=C(C(C=NO)=C1)O)I (5-(1,1-dimethylethyl)-3-iodosalicylaldoxime). Procedure: A solution of sodium acetate trihydrate (5.44 g) in water (10 ml) is added to a warm solution of 5-(1,1-dimethylethyl)-3-iodosalicylaldehyde (6 g) and hydroxylamine hydrochloride (3.5 g) in 80% by volume aqueous ethanol (50 ml). After refluxing for 3 hours the reaction mixture is diluted with hot water (10 ml) and then cooled to 0° C. to provide 5.5 g of 5-(1,1-dimethylethyl)-3-iodosalicylaldoxime, m.p. 154°-156° C. Reaction SMILES: [OH2:1].O.O.C([O-])(=O)C.[Na+].[CH3:9][C:10]([C:13]1[CH:20]=[C:17]([CH:18]=O)[C:16]([OH:21])=[C:15]([I:22])[CH:14]=1)([CH3:12])[CH3:11].Cl.[NH2:24]O.C(O)C>O>[CH3:9][C:10]([C:13]1[CH:20]=[C:17]([CH:18]=[N:24][OH:1])[C:16]([OH:21])=[C:15]([I:22])[CH:14]=1)([CH3:12])[CH3:11] |f:0.1.2.3.4,6.7|. Reactants: O.O.O.C(C)(=O)[O-].[Na+] (sodium acetate trihydrate), CC(C)(C)C1=CC(=C(C(C=O)=C1)O)I (5-(1,1-dimethylethyl)-3-iodosalicylaldehyde), Cl.NO (hydroxylamine hydrochloride), C(C)O (ethanol).